From a dataset of the Open Reaction Database (ORD), a public repository of structured organic reaction records. describe an organic reaction: reactants, conditions, products, and yield Starting materials: COc1ccc(-c2cc(=O)n(C)c(=O)n2C)cc1, CC(=O)O, [Na+], [OH-], O=[N+]([O-])O. The product is COc1ccc(-c2cc(=O)n(C)c(=O)n2C)cc1[N+](=O)[O-]. RXN SMILES: [CH3:1][n:2]1[c:3](=[O:18])[n:4]([CH3:17])[c:5](=[O:16])[cH:6][c:7]1-[c:8]1[cH:9][cH:10][c:11]([O:14][CH3:15])[cH:12][cH:13]1.[CH3:25][C:26](=[O:27])[OH:28].[Na+:24].[OH-:23].[OH:19][N+:20]([O-:21])=[O:22]>>[CH3:1][n:2]1[c:3](=[O:18])[n:4]([CH3:17])[c:5](=[O:16])[cH:6][c:7]1-[c:8]1[cH:9][cH:10][c:11]([O:14][CH3:15])[c:12]([N+:20](=[O:19])[O-:21])[cH:13]1.